From a dataset of the Open Reaction Database (ORD), a public repository of structured organic reaction records. describe an organic reaction: reactants, conditions, products, and yield Reactants: Cl (HCl), Cl (HCl), C[C@H]1[C@H](O1)P(=O)([O-])[O-].[Na+].[Na+] (Fosfomycin disodium), C1[C@@H]([C@H]([C@@H]([C@H]([C@@H]1N)O[C@@H]2[C@@H]([C@H]([C@@H]([C@H](O2)CO)O)N)O)O)O[C@@H]3[C@@H](C[C@@H]([C@H](O3)CN)O)N)N (tobramycin base). Solvent: O (water), O (water). Yields the product C[C@H]1[C@H](O1)P(=O)(O)O.C1[C@@H]([C@H]([C@@H]([C@H]([C@@H]1N)O[C@@H]2[C@@H]([C@H]([C@@H]([C@H](O2)CO)O)N)O)O)O[C@@H]3[C@@H](C[C@@H]([C@H](O3)CN)O)N)N (Fosfomycin Tobramycin). RXN SMILES: [CH3:1][C@@H:2]1[O:4][C@@H:3]1[P:5]([O-:8])([O-:7])=[O:6].[Na+].[Na+].Cl.[CH2:12]1[C@@H:17]([NH2:18])[C@H:16]([O:19][C@H:20]2[O:25][C@H:24]([CH2:26][OH:27])[C@@H:23]([OH:28])[C@H:22]([NH2:29])[C@H:21]2[OH:30])[C@@H:15]([OH:31])[C@H:14]([O:32][C@H:33]2[O:38][C@H:37]([CH2:39][NH2:40])[C@@H:36]([OH:41])[CH2:35][C@H:34]2[NH2:42])[C@H:13]1[NH2:43]>O>[CH3:1][C@@H:2]1[O:4][C@@H:3]1[P:5]([OH:8])([OH:7])=[O:6].[CH2:12]1[C@@H:17]([NH2:18])[C@H:16]([O:19][C@H:20]2[O:25][C@H:24]([CH2:26][OH:27])[C@@H:23]([OH:28])[C@H:22]([NH2:29])[C@H:21]2[OH:30])[C@@H:15]([OH:31])[C@H:14]([O:32][C@H:33]2[O:38][C@H:37]([CH2:39][NH2:40])[C@@H:36]([OH:41])[CH2:35][C@H:34]2[NH2:42])[C@H:13]1[NH2:43] |f:0.1.2,6.7|. Reported procedure: Fosfomycin disodium (18.057 g, 13.99 g free acid) was dissolved in 250 mL of water and the pH was adjusted to 7.41 by the dropwise addition of 1.53 mL of 4.5 N HCl. To the resulting solution was added 1.56 g of 97.5% tobramycin base. The pH of the solution was adjusted to 7.60 by the addition of 2.45 mL of 4.5 N HCl. The solution was diluted to 500 mL with water and filtered through a 0.2 μm Nalge Nunc 167-0020 membrane filter. The final pH was 7.76, the osmolality was 537 mOsmol/kg, the fosfomy... Starting materials: CC(C)(C)OC(=O)N1CCC(C)(C)C1C(=O)N1CCCC1C(=O)NCc1cc(Cl)ccc1-n1cnnn1, ClCCl, O=C(O)C(F)(F)F. Product: O=C(O)C(F)(F)F, CC1(C)CCNC1C(=O)N1CCCC1C(=O)NCc1cc(Cl)ccc1-n1cnnn1. As a reaction SMILES: [C:1]([O:2][C:3](=[O:4])[N:8]1[CH:9]([C:10](=[O:11])[N:12]2[CH:13]([C:14](=[O:15])[NH:16][CH2:17][c:18]3[c:19](-[n:25]4[n:26][n:27][n:28][cH:29]4)[cH:20][cH:21][c:22]([Cl:24])[cH:23]3)[CH2:30][CH2:31][CH2:32]2)[C:33]([CH3:36])([CH3:37])[CH2:34][CH2:35]1)([CH3:5])([CH3:6])[CH3:7].[Cl:45][CH2:46][Cl:47].[F:38][C:39]([C:40](=[O:41])[OH:42])([F:43])[F:44]>>[F:38][C:39]([C:40](=[O:41])[OH:42])([F:43])[F:44].[NH:8]1[CH:9]([C:10](=[O:11])[N:12]2[CH:13]([C:14](=[O:15])[NH:16][CH2:17][c:18]3[c:19](-[n:25]4[n:26][n:27][n:28][cH:29]4)[cH:20][cH:21][c:22]([Cl:24])[cH:23]3)[CH2:30][CH2:31][CH2:32]2)[C:33]([CH3:36])([CH3:37])[CH2:34][CH2:35]1. Reaction SMILES: [CH2:5]([c:6]1[cH:7][cH:8][cH:9][cH:10][cH:11]1)[O:12][NH:13][C:14](=[O:15])[O:16][C:17]([CH3:18])([CH3:19])[CH3:20].[Cl:21][CH2:22][CH2:23][CH2:24][CH2:25][C:26]#[N:27].[H-:3].[I-:2].[Na+:1].[Na+:4].[O:28]=[CH:29][N:30]([CH3:31])[CH3:32]>>[CH2:5]([c:6]1[cH:7][cH:8][cH:9][cH:10][cH:11]1)[O:12][N:13]([C:14](=[O:15])[O:16][C:17]([CH3:18])([CH3:19])[CH3:20])[CH2:22][CH2:23][CH2:24][CH2:25][C:26]#[N:27]. Starting materials: CC(C)(C)OC(=O)NOCc1ccccc1, N#CCCCCCl, [H-], [I-], [Na+], [Na+], CN(C)C=O. The product is CC(C)(C)OC(=O)N(CCCCC#N)OCc1ccccc1. Reactants: powder, ClC=1C(=C2C=C(CCN2C1C=1C=NC=CC1)Cl)C(=O)OC (methyl 2,7-dichloro-3-(3-pyridyl)-5,6-dihydroindolizinecarboxylate). Reagents/catalysts: [Pd] (palladium on charcoal). The product is ClC=1C(=C2CCCCN2C1C=1C=NC=CC1)C(=O)OC (methyl 2-chloro-3-(3-pyridyl)-5,6,7,8-tetrahydroindolizine-1-carboxylate). Yield: 71.5%. As a reaction SMILES: [Cl:1][C:2]1[C:3]([C:18]([O:20][CH3:21])=[O:19])=[C:4]2[N:9]([C:10]=1[C:11]1[CH:12]=[N:13][CH:14]=[CH:15][CH:16]=1)[CH2:8][CH2:7][C:6](Cl)=[CH:5]2>[Pd]>[Cl:1][C:2]1[C:3]([C:18]([O:20][CH3:21])=[O:19])=[C:4]2[N:9]([C:10]=1[C:11]1[CH:12]=[N:13][CH:14]=[CH:15][CH:16]=1)[CH2:8][CH2:7][CH2:6][CH2:5]2. Procedure details: Methyl 2-chloro-3-(3-pyridyl)-5,6,7,8-tetrahydroindolizine-1-carboxylate is prepared as in Example 39, from 1.4 g of methyl 2,7-dichloro-3-(3-pyridyl)-5,6-dihydroindolizinecarboxylate and 0.28 g of 10% palladium on charcoal. 0.9 g of methyl 2-chloro-3-(3-pyridyl)-5,6,7,8-tetrahydroindolizine-1-carboxylate are thus obtained in the form of beige powder melting at 111° C.